The task is: describe an organic reaction: reactants, conditions, products, and yield. This data is from the Open Reaction Database (ORD), a public repository of structured organic reaction records. Reactants: C1(=CC=CC=C1)O (phenol), [H-].[Na+] (sodium hydride), C1(=CC=CC=C1)O (phenol), ClC1=NC(=C(C(=C1[N+](=O)[O-])NCCO)C)C (1-[(2-chloro-5,6-dimethyl-3-nitropyridin-4-yl)amino]ethan-2-ol), [H][H] (Hydrogen). Run in COCCOCCOC (diglyme), COCCOCCOC (diglyme), C(C)(=O)OCC.CCCCCC (ethyl acetate hexane), COCCOCCOC (diglyme). Conditions: temperature 4 celsius, time 1 hour. Product: CC1=NC(=C(C(=C1C)NCCO)[N+](=O)[O-])OC1=CC=CC=C1 (1-[(2,3-Dimethyl-5-nitro-6-phenoxypyridin-4-yl)amino]ethan-2-ol). The yield is 14.2%. RXN SMILES: [C:1]1([OH:7])[CH:6]=[CH:5][CH:4]=[CH:3][CH:2]=1.[H-].[Na+].[H][H].Cl[C:13]1[C:18]([N+:19]([O-:21])=[O:20])=[C:17]([NH:22][CH2:23][CH2:24][OH:25])[C:16]([CH3:26])=[C:15]([CH3:27])[N:14]=1>COCCOCCOC.C(OCC)(=O)C.CCCCCC>[CH3:27][C:15]1[C:16]([CH3:26])=[C:17]([NH:22][CH2:23][CH2:24][OH:25])[C:18]([N+:19]([O-:21])=[O:20])=[C:13]([O:7][C:1]2[CH:6]=[CH:5][CH:4]=[CH:3][CH:2]=2)[N:14]=1 |f:1.2,6.7|. Reported procedure: A solution of phenol (94 g, 998.9 mmol) in diglyme (200 mL) was added slowly over 45 minutes to a solution of sodium hydride (38.06 g, 951.5 mmol, 60% in mineral oil) in diglyme (100 mL) cooled to 4° C. with an ice bath. Hydrogen gas evolved, and the temperature increased to a maximum of 34° C., but was immediately reduced by slowing the rate of phenol addition. After addition was complete, the reaction mixture was stirred for 1 hour. About 200 mL of the resulting clear solution was removed and ... Reactants: COC(C)c1ccncc1Br, O=C([O-])[O-], Cn1c(=O)oc2ccc(B3OC(C)(C)C(C)(C)O3)cc21, [Na+], [Na+], CN(C)C=O, Cl[Pd]Cl, c1ccc(P(c2ccccc2)c2ccccc2)cc1, c1ccc(P(c2ccccc2)c2ccccc2)cc1. Product: COC(C)c1ccncc1-c1ccc2oc(=O)n(C)c2c1. RXN SMILES: [Br:21][c:22]1[cH:23][n:24][cH:25][cH:26][c:27]1[CH:28]([CH3:29])[O:30][CH3:31].[C:32](=[O:33])([O-:34])[O-:35].[CH3:1][n:2]1[c:3](=[O:20])[o:4][c:5]2[c:6]1[cH:7][c:8]([B:11]1[O:12][C:13]([CH3:14])([CH3:15])[C:16]([CH3:17])([CH3:18])[O:19]1)[cH:9][cH:10]2.[Na+:36].[Na+:37].[O:38]=[CH:39][N:40]([CH3:41])[CH3:42].[Pd:43]([Cl:44])[Cl:45].[c:46]1([P:47]([c:48]2[cH:49][cH:50][cH:51][cH:52][cH:53]2)[c:54]2[cH:55][cH:56][cH:57][cH:58][cH:59]2)[cH:60][cH:61][cH:62][cH:63][cH:64]1.[c:65]1([P:66]([c:67]2[cH:68][cH:69][cH:70][cH:71][cH:72]2)[c:73]2[cH:74][cH:75][cH:76][cH:77][cH:78]2)[cH:79][cH:80][cH:81][cH:82][cH:83]1>>[CH3:1][n:2]1[c:3](=[O:20])[o:4][c:5]2[c:6]1[cH:7][c:8](-[c:22]1[cH:23][n:24][cH:25][cH:26][c:27]1[CH:28]([CH3:29])[O:30][CH3:31])[cH:9][cH:10]2. Starting materials: C(CCCCCCCCCCCCCCCCC)NC(=O)OCC(COC(CCCCCBr)=O)=C (1-Octadecylaminocarbonyloxy-3-(6-bromohexanoyloxy)-2-methylenepropane), N1=NC=CC=C1 (Pyridazine). Run in C1(=CC=CC=C1)C (toluene). Conditions: temperature 64 celsius, time 20 hour. Product: [Br-].C(CCCCCCCCCCCCCCCCC)NC(=O)OCC(COC(CCCCC[N+]1=NC=CC=C1)=O)=C (1-Octadecylaminocarbonyloxy-3-[6-(1-pyridazinio)hexanoyloxy]-2-methylenepropane bromide). RXN SMILES: [CH2:1]([NH:19][C:20]([O:22][CH2:23][C:24](=[CH2:35])[CH2:25][O:26][C:27](=[O:34])[CH2:28][CH2:29][CH2:30][CH2:31][CH2:32][Br:33])=[O:21])[CH2:2][CH2:3][CH2:4][CH2:5][CH2:6][CH2:7][CH2:8][CH2:9][CH2:10][CH2:11][CH2:12][CH2:13][CH2:14][CH2:15][CH2:16][CH2:17][CH3:18].[N:36]1[CH:41]=[CH:40][CH:39]=[CH:38][N:37]=1>C1(C)C=CC=CC=1>[Br-:33].[CH2:1]([NH:19][C:20]([O:22][CH2:23][C:24](=[CH2:35])[CH2:25][O:26][C:27](=[O:34])[CH2:28][CH2:29][CH2:30][CH2:31][CH2:32][N+:36]1[CH:41]=[CH:40][CH:39]=[CH:38][N:37]=1)=[O:21])[CH2:2][CH2:3][CH2:4][CH2:5][CH2:6][CH2:7][CH2:8][CH2:9][CH2:10][CH2:11][CH2:12][CH2:13][CH2:14][CH2:15][CH2:16][CH2:17][CH3:18] |f:3.4|. Procedure: 1-Octadecylaminocarbonyloxy-3-(6-bromohexanoyloxy)-2-methylenepropane (from Preparation 9) (0.28 g) was dissolved in toluene (5 ml). Pyridazine (0.18 ml) was added, and the mixture was stirred at 64° C. for 20 hours. The mixture was evaporated to dryness in vacuo to give the desired product.